Dataset: the Open Reaction Database (ORD), a public repository of structured organic reaction records. Task: describe an organic reaction: reactants, conditions, products, and yield Reactants: compound ( 8 ), OS(=O)(=O)O (H2SO4), CS(=O)C (DMSO), C(Cl)(Cl)Cl.CO (chloroform methanol). Run in C(C)O (ethanol), C1(=CC=CC=C1)C.CC(=O)C (toluene acetone). Conditions: time 1 hour. The product is CS(=O)C.OS(=O)(=O)O (DMSO H2SO4). Yield: 83.0%. As a reaction SMILES: [OH:1][S:2]([OH:5])(=[O:4])=[O:3].C(Cl)(Cl)Cl.CO.[CH3:12][S:13]([CH3:15])=[O:14]>C(O)C.C1(C)C=CC=CC=1.CC(C)=O>[CH3:12][S:13]([CH3:15])=[O:14].[OH:4][S:2]([OH:5])(=[O:3])=[O:1] |f:1.2,5.6,7.8|. Reported procedure: To a solution of compound (8) (0.7613 g, 1.01 mmol) in DMSO (5 mL) and ethanol (10 mL) 1 mL of 1N H2SO4 was added. Progress of the reaction was monitored by TLC developed in toluene/acetone, 6:4 and chloroform/methanol, 94:6. After 1 hr. 10 min. product of the reaction was precipitated by addition of water (15 mL) and filtered off. Product was washed with water until neutral pH (4×10 mL), diethylether (3×10 mL) and again with water (2×10 mL). Crude product was pre-dried on Buchner funnel and the...